Dataset: the Open Reaction Database (ORD), a public repository of structured organic reaction records. Task: describe an organic reaction: reactants, conditions, products, and yield The reactants are N(=[N+]=[N-])C1=CC2=C(NC(=NS2(=O)=O)C=2C(N([C@H]3[C@@H]4CC[C@H]([C@H]3C2O)C4)CC4=CC=C(C=C4)F)=O)C=C1 ((1R,2S,7R,8S)-5-(7-Azido-1,1-dioxo-1,4-dihydro-1λ6-benzo[1,2,4]thiadiazin-3-yl)-3-(4-fluoro-benzyl)-6-hydroxy-3-aza-tricyclo[6.2.1.02,7]undec-5-en-4-one). Reagents/catalysts: [Pd] (Palladium on carbon). Solvent: CO (methanol), C(C)(=O)OCC (ethyl acetate). Reaction conditions: temperature 25 celsius. Yields the product NC1=CC2=C(NC(=NS2(=O)=O)C=2C(N([C@H]3[C@@H]4CC[C@H]([C@H]3C2O)C4)CC4=CC=C(C=C4)F)=O)C=C1 ((1R,2S,7R,8S)-5-(7-amino-1,1-dioxo-1,4-dihydro-1λ6-benzo[1,2,4]thiadiazin-3-yl)-3-(4-fluoro-benzyl)-6-hydroxy-3-aza-tricyclo[6.2.1.02,7]undec-5-en-4-one). Yield: 48.2%. Reaction SMILES: [N:1]([C:4]1[CH:36]=[CH:35][C:7]2[NH:8][C:9]([C:14]3[C:15](=[O:34])[N:16]([CH2:26][C:27]4[CH:32]=[CH:31][C:30]([F:33])=[CH:29][CH:28]=4)[C@@H:17]4[C@H:22]([C:23]=3[OH:24])[C@@H:21]3[CH2:25][C@H:18]4[CH2:19][CH2:20]3)=[N:10][S:11](=[O:13])(=[O:12])[C:6]=2[CH:5]=1)=[N+]=[N-]>CO.C(OCC)(=O)C.[Pd]>[NH2:1][C:4]1[CH:36]=[CH:35][C:7]2[NH:8][C:9]([C:14]3[C:15](=[O:34])[N:16]([CH2:26][C:27]4[CH:28]=[CH:29][C:30]([F:33])=[CH:31][CH:32]=4)[C@@H:17]4[C@H:22]([C:23]=3[OH:24])[C@@H:21]3[CH2:25][C@H:18]4[CH2:19][CH2:20]3)=[N:10][S:11](=[O:12])(=[O:13])[C:6]=2[CH:5]=1. Reported procedure: (1R,2S,7R,8S)-5-(7-Azido-1,1-dioxo-1,4-dihydro-1λ6-benzo[1,2,4]thiadiazin-3-yl)-3-(4-fluoro-benzyl)-6-hydroxy-3-aza-tricyclo[6.2.1.02,7]undec-5-en-4-one (0.348 g, 0.684 mmol) was dissolved in a 1:1 mixture if methanol and ethyl acetate (15 mL) at 25° C. Palladium on carbon (0.40 g, 5%, “wet”) was added, resulting in a black suspension. The reaction was maintained under a hydrogen atmosphere (balloon) at 25° C. for 6 h, and then was filtered through Celite. The Celite was washed with ethyl acetat... Reactants: FC1=CC=C(CN=C=O)C=C1 (4-fluorobezylisocyanate), NC1=CC=C(N=N1)N1CCN(CC1)C(=O)C1=C(C=CC=C1)C(F)(F)F ([4-(6-aminopyridazin-3-yl)piperazin-1-yl](2-trifluoromethylphenyl)-methanone). Yields the product FC1=CC=C(CNC(=O)NC=2N=NC(=CC2)N2CCN(CC2)C(C2=C(C=CC=C2)C(F)(F)F)=O)C=C1 (1-(4-FLUOROBENZYL)-3-{6-[4-(2-TRIFLUOROMETHYLBENZOYL)PIPERAZIN-1-YL]-PYRIDAZIN-3-YL}UREA), solid. Isolated yield 56.0%. As a reaction SMILES: [F:1][C:2]1[CH:11]=[CH:10][C:5]([CH2:6][N:7]=[C:8]=[O:9])=[CH:4][CH:3]=1.[NH2:12][C:13]1[N:18]=[N:17][C:16]([N:19]2[CH2:24][CH2:23][N:22]([C:25]([C:27]3[CH:32]=[CH:31][CH:30]=[CH:29][C:28]=3[C:33]([F:36])([F:35])[F:34])=[O:26])[CH2:21][CH2:20]2)=[CH:15][CH:14]=1>>[F:1][C:2]1[CH:3]=[CH:4][C:5]([CH2:6][NH:7][C:8]([NH:12][C:13]2[N:18]=[N:17][C:16]([N:19]3[CH2:20][CH2:21][N:22]([C:25](=[O:26])[C:27]4[CH:32]=[CH:31][CH:30]=[CH:29][C:28]=4[C:33]([F:36])([F:35])[F:34])[CH2:23][CH2:24]3)=[CH:15][CH:14]=2)=[O:9])=[CH:10][CH:11]=1. Procedure details: Following the procedure of Example 5, making variations only as required to use 4-fluorobezylisocyanate in place of (2-isocyanatocyclopropyl)benzene to react with [4-(6-aminopyridazin-3-yl)piperazin-1-yl](2-trifluoromethylphenyl)-methanone, the title compound was obtained as a white solid (56% yield). 1H NMR (500 MHz, CDCl3) δ 8.13, 7.78, 7.66, 7.60, 7.33, 7.21, 7.09, 6.83, 4.50, 3.91-4.00, 3.73-3.80, 3.34-3.48, 3.05-3.22. MS (ES+) m/z 503 (M+1). Reactants: C(#N)C1=C(C(C(=C(C1=O)C#N)C#N)=O)C#N (tetracyano-1,4-benzoquinone), C1=CC=CC=2CC3=CC=CC=C3CC12 (9,10-dihydroanthracene). Run in C(C)#N (acetonitrile), C(C)#N (acetonitrile). Run at temperature -20 celsius. The product is C1=CC=CC2=CC3=CC=CC=C3C=C12 (anthracene), tetracyano-1,4-hydroquinone, C(#N)C1=C(C(C(=C(C1=O)C#N)C#N)=O)C#N (tetracyano-1,4-benzoquinone). RXN SMILES: [CH:1]1[C:14]2[CH2:13][C:12]3[C:7](=[CH:8][CH:9]=[CH:10][CH:11]=3)[CH2:6][C:5]=2[CH:4]=[CH:3][CH:2]=1.[C:15]([C:17]1[C:22](=[O:23])[C:21]([C:24]#[N:25])=[C:20]([C:26]#[N:27])[C:19](=[O:28])[C:18]=1[C:29]#[N:30])#[N:16]>C(#N)C>[CH:4]1[C:5]2[C:14](=[CH:13][C:12]3[C:7]([CH:6]=2)=[CH:8][CH:9]=[CH:10][CH:11]=3)[CH:1]=[CH:2][CH:3]=1.[C:29]([C:18]1[C:19](=[O:28])[C:20]([C:26]#[N:27])=[C:21]([C:24]#[N:25])[C:22](=[O:23])[C:17]=1[C:15]#[N:16])#[N:30]. Procedure details: A solution of 9,10-dihydroanthracene (35 mg; 0.192 mmol) dissolved in 1 mL dry acetonitrile was reacted with tetracyano-1,4-benzoquinone (40 mg; 0.192 mmol) also dissolved in 1 mL dry acetonitrile. After reducing the volume in half and cooling to -20° C. crystals precipitated and were collected. The infrared spectra of the precipitate was identical to that obtained from a mixture of authentic anthracene and tetracyano-1,4-hydroquinone (υ(C≡N)=2239 and 2263 cm-1) verifying that tetracyano-1,4-ben... Starting materials: N1=C(C=CC=C1)CNC(CN1C=CC2=C(C=CC=C12)C1=NOC(=N1)C1=CC(=C(C=C1)OC(C(F)(F)F)C)C(F)(F)F)=O (N-(pyridin-2-ylmethyl)-2-(4-{5-[3-(trifluoromethyl)-4-(2,2,2-trifluoro-1-methylethoxy)phenyl]-1,2,4-oxadiazol-3-yl}-1H-indol-1-yl)acetamide), Cl.O1CCOCC1 (HCl dioxane). Run in C(Cl)Cl (methylene chloride). Conditions: time 1 hour. Yields the product Cl.N1=C(C=CC=C1)CNC(CN1C=CC2=C(C=CC=C12)C1=NOC(=N1)C1=CC(=C(C=C1)OC(C(F)(F)F)C)C(F)(F)F)=O (N-(pyridin-2-ylmethyl)-2-(4-{5-[3-(trifluoromethyl)-4-(2,2,2-trifluoro-1-methylethoxy)phenyl]-1,2,4-oxadiazol-3-yl}-1H-indol-1-yl)acetamide hydrochloride). As a reaction SMILES: [N:1]1[CH:6]=[CH:5][CH:4]=[CH:3][C:2]=1[CH2:7][NH:8][C:9](=[O:42])[CH2:10][N:11]1[C:19]2[C:14](=[C:15]([C:20]3[N:24]=[C:23]([C:25]4[CH:30]=[CH:29][C:28]([O:31][CH:32]([CH3:37])[C:33]([F:36])([F:35])[F:34])=[C:27]([C:38]([F:41])([F:40])[F:39])[CH:26]=4)[O:22][N:21]=3)[CH:16]=[CH:17][CH:18]=2)[CH:13]=[CH:12]1.[ClH:43].O1CCOCC1>C(Cl)Cl>[ClH:43].[N:1]1[CH:6]=[CH:5][CH:4]=[CH:3][C:2]=1[CH2:7][NH:8][C:9](=[O:42])[CH2:10][N:11]1[C:19]2[C:14](=[C:15]([C:20]3[N:24]=[C:23]([C:25]4[CH:30]=[CH:29][C:28]([O:31][CH:32]([CH3:37])[C:33]([F:36])([F:34])[F:35])=[C:27]([C:38]([F:39])([F:40])[F:41])[CH:26]=4)[O:22][N:21]=3)[CH:16]=[CH:17][CH:18]=2)[CH:13]=[CH:12]1 |f:1.2,4.5|. Reported procedure: To a solution of (4-{5-[3-(trifluoromethyl)-4-(2,2,2-trifluoro-1-methylethoxy)phenyl]-1,2,4-oxadiazol-3-yl}-1H-indol-1-yl)acetic acid (150 mg) a HOBt(65 mg) in DMF (1.5 ml) was added EDCl/HCl (69 mg) at 0° C., followed by stirring at room temperature for 1 hour. After cooling to 0° C. again, 1-pyridin-2-ylmethanamine (39 mg) was added thereto, followed by stirring at room temperature for 15 hours. To the reaction solution was added a saturated aqueous NaHCO3 solution to complete the reaction. It... Yields the product CC(C)(C)c1cc(Nc2n[nH]c3ncccc23)nc(-c2ccccc2C(F)(F)F)n1. The reactants are O=C([O-])O, CN1CCCC1=O, CC(C)(C)c1cc(Cl)nc(-c2ccccc2C(F)(F)F)n1, [Na+], O, Nc1n[nH]c2ncccc12. RXN SMILES: [C:33](=[O:34])([OH:35])[O-:36].[CH3:38][N:39]1[CH2:40][CH2:41][CH2:42][C:43]1=[O:44].[Cl:1][c:2]1[n:3][c:4](-[c:12]2[c:13]([C:18]([F:19])([F:20])[F:21])[cH:14][cH:15][cH:16][cH:17]2)[n:5][c:6]([C:8]([CH3:9])([CH3:10])[CH3:11])[cH:7]1.[Na+:37].[OH2:32].[nH:22]1[n:23][c:24]([NH2:31])[c:25]2[c:26]1[n:27][cH:28][cH:29][cH:30]2>>[c:2]1([NH:31][c:24]2[n:23][nH:22][c:26]3[c:25]2[cH:30][cH:29][cH:28][n:27]3)[n:3][c:4](-[c:12]2[c:13]([C:18]([F:19])([F:20])[F:21])[cH:14][cH:15][cH:16][cH:17]2)[n:5][c:6]([C:8]([CH3:9])([CH3:10])[CH3:11])[cH:7]1.